From a dataset of the Open Reaction Database (ORD), a public repository of structured organic reaction records. describe an organic reaction: reactants, conditions, products, and yield Starting materials: II (iodine), C[C@@]12C(CC[C@H]1[C@@H]1CCC3=CC(CC[C@]3(C)[C@H]1CC2)=O)=O (androst-4-ene-3,17-dione), CuO. The solvent is C(C)(=O)O (acetic acid). Product: IC1C(C=C2CC[C@H]3[C@@H]4CCC([C@@]4(C)CC[C@@H]3[C@]2(C1)C)=O)=O (2-Iodo-androst-4-ene-3,17-dione). The yield is 109.1%. RXN SMILES: [I:1]I.[CH3:3][C@:4]12[CH2:21][CH2:20][C@H:19]3[C@@H:9]([CH2:10][CH2:11][C:12]4[C@:17]3([CH3:18])[CH2:16][CH2:15][C:14](=[O:22])[CH:13]=4)[C@@H:8]1[CH2:7][CH2:6][C:5]2=[O:23]>C(O)(=O)C>[I:1][CH:15]1[CH2:16][C@@:17]2([CH3:18])[C:12]([CH2:11][CH2:10][C@@H:9]3[C@@H:19]2[CH2:20][CH2:21][C@@:4]2([CH3:3])[C@H:8]3[CH2:7][CH2:6][C:5]2=[O:23])=[CH:13][C:14]1=[O:22]. Reported procedure: 2.79 g (11 mmol) of iodine is added to 2.86 g (10 mmol) of androst-4-ene-3,17-dione and 0.875 g (11 mmol) of CuO in 30 ml of glacial acetic acid with stirring at room temperature. The reaction mixture is stirred under nitrogen atmosphere for 24 hours at 60° C. Under reduced pressure, acetic acid is distilled off and the residue is mixed with 50 ml of water. The water phase is extracted 3 times with 50 ml of ethyl acetate each, the combined ethyl acetate phases are washed with sodium thiosulfate ...